Dataset: the Open Reaction Database (ORD), a public repository of structured organic reaction records. Task: describe an organic reaction: reactants, conditions, products, and yield The reactants are [H-].[Na+] (sodium hydride), COC1=CC2=CC=CC=C2C=C1NC(=O)N1CCN(CC1)C1=CC(=CC(=C1)C)C (1-[(2-methoxynaphth-3-yl)aminocarbonyl]-4-(3,5-dimethylphenyl)piperazine), CI (methyl iodide). The solvent is CN(C=O)C (dimethylformamide). Run at time 15 minute. Product: COC1=CC2=CC=CC=C2C=C1N(C(=O)N1CCN(CC1)C1=CC(=CC(=C1)C)C)C (1-[(2-Methoxynaphth-3-yl)-N-methylaminocarbonyl]-4-(3,5-dimethylphenyl)piperazine). The yield is 86.4%. Reaction SMILES: [CH3:1][O:2][C:3]1[C:12]([NH:13][C:14]([N:16]2[CH2:21][CH2:20][N:19]([C:22]3[CH:27]=[C:26]([CH3:28])[CH:25]=[C:24]([CH3:29])[CH:23]=3)[CH2:18][CH2:17]2)=[O:15])=[CH:11][C:10]2[C:5](=[CH:6][CH:7]=[CH:8][CH:9]=2)[CH:4]=1.[H-].[Na+].[CH3:32]I>CN(C)C=O>[CH3:1][O:2][C:3]1[C:12]([N:13]([CH3:32])[C:14]([N:16]2[CH2:21][CH2:20][N:19]([C:22]3[CH:23]=[C:24]([CH3:29])[CH:25]=[C:26]([CH3:28])[CH:27]=3)[CH2:18][CH2:17]2)=[O:15])=[CH:11][C:10]2[C:5](=[CH:6][CH:7]=[CH:8][CH:9]=2)[CH:4]=1 |f:1.2|. Procedure details: To 1-[(2-methoxynaphth-3-yl)aminocarbonyl]-4-(3,5-dimethylphenyl)piperazine (210 mg, 0.54 mmol) dissolved in dimethylformamide (15 ml), 60% sodium hydride (21.5 mg, 0.54 mmol) was added, stirred at room temperature for 15 minutes, and thereto methyl iodide (76.6 mg, 0.54 mmol) was added. The resulting mixture was stirred at room temperature for 6 hours, concentrated under the reduced pressure to remove the solvent and purified by column chromatography to obtain the titled compound. Starting materials: ClC=1C=C2C(=NN=C(C2=CC1)NN)C1=CC=CC=C1 (6-chloro-4-phenyl-1-hydrazinophthalazine), C(C)O (ethanol). The product is ClC=1C=C2C(=NN3C(C2=CC1)=NN=C3)C3=CC=CC=C3 (8-chloro-6-phenyl-1,2,4-triazolo[3,4-a]phthalazine). Reaction SMILES: [Cl:1][C:2]1[CH:3]=[C:4]2[C:9](=[CH:10][CH:11]=1)[C:8]([NH:12][NH2:13])=[N:7][N:6]=[C:5]2[C:14]1[CH:19]=[CH:18][CH:17]=[CH:16][CH:15]=1.[CH2:20](O)C>>[Cl:1][C:2]1[CH:3]=[C:4]2[C:9](=[CH:10][CH:11]=1)[C:8]1=[N:12][N:13]=[CH:20][N:7]1[N:6]=[C:5]2[C:14]1[CH:19]=[CH:18][CH:17]=[CH:16][CH:15]=1. Procedure details: The compound of the title is prepared by following essentially the same procedure outlined in example 114 above but using 6-chloro-4-phenyl-1-hydrazinophthalazine instead of 4-phenyl-1-hydrazinophthalazine. M.p. 189°-90° C. (from ethanol). Starting materials: CCOC(=O)c1cnc2cc(N)ccc2c1, Cc1ccccc1, CCN(C(C)C)C(C)C, CC(C)OC(C)C, CC(Cl)Cl, O=C(Cl)c1ccccc1-c1ccc(C(F)(F)F)cc1. Product: CCOC(=O)c1cnc2cc(NC(=O)c3ccccc3-c3ccc(C(F)(F)F)cc3)ccc2c1. RXN SMILES: [CH2:1]([CH3:2])[O:3][C:4](=[O:5])[c:6]1[cH:7][n:8][c:9]2[cH:10][c:11]([NH2:16])[cH:12][cH:13][c:14]2[cH:15]1.[CH3:56][c:57]1[cH:58][cH:59][cH:60][cH:61][cH:62]1.[CH:17]([N:18]([CH:19]([CH3:20])[CH3:21])[CH2:22][CH3:23])([CH3:24])[CH3:25].[CH:45]([O:46][CH:47]([CH3:48])[CH3:49])([CH3:50])[CH3:51].[Cl:52][CH:53]([Cl:54])[CH3:55].[F:26][C:27]([c:28]1[cH:29][cH:30][c:31](-[c:34]2[c:35]([C:40](=[O:41])[Cl:42])[cH:36][cH:37][cH:38][cH:39]2)[cH:32][cH:33]1)([F:43])[F:44]>>[CH2:1]([CH3:2])[O:3][C:4](=[O:5])[c:6]1[cH:7][n:8][c:9]2[cH:10][c:11]([NH:16][C:40]([c:35]3[c:34](-[c:31]4[cH:30][cH:29][c:28]([C:27]([F:26])([F:43])[F:44])[cH:33][cH:32]4)[cH:39][cH:38][cH:37][cH:36]3)=[O:41])[cH:12][cH:13][c:14]2[cH:15]1.